Dataset: the Open Reaction Database (ORD), a public repository of structured organic reaction records. Task: describe an organic reaction: reactants, conditions, products, and yield Reactants: CN(CCCNC1=CC=C(C=2SC3=CC=CC=C3C(C12)=O)C=O)C (1-[[3-(dimethylamino)propyl]amino]-9-oxothioxanthen-4-carboxaldehyde), C(=O)O (formic acid), C(=O)N (formamide), [OH-].[Na+] (NaOH). Run in O (water). Reaction conditions: time 8 hour. The product is CN(CCCNC1=CC=C(C=2SC3=CC=CC=C3C(C12)=O)CNC=O)C (N-[[1-[[3-(dimethylamino)propyl]amino]-9-oxothioxanthen-4-yl]methyl]formamide). The yield is 79.4%. RXN SMILES: [CH3:1][N:2]([CH3:24])[CH2:3][CH2:4][CH2:5][NH:6][C:7]1[C:20]2[C:19](=[O:21])[C:18]3[C:13](=[CH:14][CH:15]=[CH:16][CH:17]=3)[S:12][C:11]=2[C:10]([CH:22]=O)=[CH:9][CH:8]=1.C(O)=O.[OH-].[Na+].[CH:30]([NH2:32])=[O:31]>O>[CH3:24][N:2]([CH3:1])[CH2:3][CH2:4][CH2:5][NH:6][C:7]1[C:20]2[C:19](=[O:21])[C:18]3[C:13](=[CH:14][CH:15]=[CH:16][CH:17]=3)[S:12][C:11]=2[C:10]([CH2:22][NH:32][CH:30]=[O:31])=[CH:9][CH:8]=1 |f:2.3|. Procedure: A solution of 1-[[3-(dimethylamino)propyl]amino]-9-oxothioxanthen-4-carboxaldehyde (3.6 g; 10.57 mmol) in 50 mL of formamide containing 3.6 g of formic acid was refluxed for 1.5 h and then was allowed to stand at room temperature overnight. The reaction mixture was diluted with water (400 ml), basified with 3 mL of 5N NaOH solution, stirred rapidly for 30 rain, and the precipitated solid was filtered, washed with water, and dried, yielding 3.1 g (79%) of N-[[1-[[3-(dimethylamino)propyl]amino]-9-... The reactants are [Al+3], CCOC(C)=O, C=CS(=O)(=O)C=C, [Cl-], [Cl-], [Cl-], Clc1ccccc1, Nc1c(F)cccc1F. Yields the product O=S1(=O)CCN(c2c(F)cccc2F)CC1. Reaction SMILES: [Al+3:2].[CH3:28][CH2:29][O:30][C:31](=[O:32])[CH3:33].[CH:12](=[CH2:13])[S:14](=[O:15])(=[O:16])[CH:17]=[CH2:18].[Cl-:1].[Cl-:3].[Cl-:4].[Cl:5][c:6]1[cH:7][cH:8][cH:9][cH:10][cH:11]1.[F:19][c:20]1[c:21]([NH2:22])[c:23]([F:27])[cH:24][cH:25][cH:26]1>>[CH2:12]1[CH2:13][N:22]([c:21]2[c:20]([F:19])[cH:26][cH:25][cH:24][c:23]2[F:27])[CH2:18][CH2:17][S:14]1(=[O:15])=[O:16]. Procedure: To 100 mL of ethanol is added (18.6 g (0.1 mol) 3,4-dichlorobenzeneacetonitrile, 12.6 g (0.12 mol) of pyrrolidine hydrochloride, 6.0 g (0.2 mol) of paraformaldehyde and 1 mL of concentrated hydrochloric acid. Stir the mixture at reflux. Monitor the progress of the reaction by thin-layer chromatography. Upon completion add 300 mL of 1N HCl and extract with 200 mL of Et2O. Add 4N NaOH to the aqueous solution until basic and extract the aqueous solution with two 100 mL portions of CH2Cl2. Dry the o... The product is ClC=1C=C(C=CC1Cl)C(C#N)CN1CCCC1 (α-(3,4-Dichlorophenyl)-1-pyrrolidinepropanenitrile). RXN SMILES: [Cl:1][C:2]1[CH:3]=[C:4]([CH2:9][C:10]#[N:11])[CH:5]=[CH:6][C:7]=1[Cl:8].Cl.[NH:13]1[CH2:17][CH2:16][CH2:15][CH2:14]1.[CH2:18]=O.Cl>C(O)C>[Cl:1][C:2]1[CH:3]=[C:4]([CH:9]([CH2:18][N:13]2[CH2:17][CH2:16][CH2:15][CH2:14]2)[C:10]#[N:11])[CH:5]=[CH:6][C:7]=1[Cl:8] |f:1.2|. The reactants are ClC=1C=C(C=CC1Cl)CC#N (3,4-dichlorobenzeneacetonitrile), Cl.N1CCCC1 (pyrrolidine hydrochloride), C=O (paraformaldehyde), Cl (hydrochloric acid), Cl (HCl). The solvent is C(C)O (ethanol). Product: Cc1cc2cc(Oc3ccnc4cc(-c5nc(C)c(C(=O)N6CCN(C)CC6)s5)sc34)ccc2[nH]1. RXN SMILES: [CH3:26][c:27]1[nH:28][c:29]2[cH:30][cH:31][c:32]([OH:36])[cH:33][c:34]2[cH:35]1.[Cl:1][c:2]1[c:3]2[c:4]([n:5][cH:6][cH:7]1)[cH:8][c:9](-[c:11]1[s:12][c:13]([C:17](=[O:18])[N:19]3[CH2:20][CH2:21][N:22]([CH3:25])[CH2:23][CH2:24]3)[c:14]([CH3:16])[n:15]1)[s:10]2.[ClH:37]>>[c:2]1([O:36][c:32]2[cH:31][cH:30][c:29]3[nH:28][c:27]([CH3:26])[cH:35][c:34]3[cH:33]2)[c:3]2[c:4]([n:5][cH:6][cH:7]1)[cH:8][c:9](-[c:11]1[s:12][c:13]([C:17](=[O:18])[N:19]3[CH2:20][CH2:21][N:22]([CH3:25])[CH2:23][CH2:24]3)[c:14]([CH3:16])[n:15]1)[s:10]2. Starting materials: Cc1cc2cc(O)ccc2[nH]1, Cc1nc(-c2cc3nccc(Cl)c3s2)sc1C(=O)N1CCN(C)CC1, Cl. Starting materials: O=[N+]([O-])c1ccc(Br)cn1, O=C([O-])[O-], CN(C)C=O, [Cs+], [Cs+], CC(C)(C)OC(=O)NNC(=O)c1ccc(O)cc1. Product: CC(C)(C)OC(=O)NNC(=O)c1ccc(Oc2ccc([N+](=O)[O-])nc2)cc1. RXN SMILES: [Br:19][c:20]1[cH:21][cH:22][c:23]([N+:26](=[O:27])[O-:28])[n:24][cH:25]1.[C:29](=[O:30])([O-:31])[O-:32].[CH3:35][N:36]([CH3:37])[CH:38]=[O:39].[Cs+:33].[Cs+:34].[OH:1][c:2]1[cH:3][cH:4][c:5]([C:6](=[O:7])[NH:8][NH:9][C:10](=[O:11])[O:12][C:13]([CH3:14])([CH3:15])[CH3:16])[cH:17][cH:18]1>>[O:1]([c:2]1[cH:3][cH:4][c:5]([C:6](=[O:7])[NH:8][NH:9][C:10](=[O:11])[O:12][C:13]([CH3:14])([CH3:15])[CH3:16])[cH:17][cH:18]1)[c:20]1[cH:21][cH:22][c:23]([N+:26](=[O:27])[O-:28])[n:24][cH:25]1. The reactants are CS(C)=O, CCN(C(C)C)C(C)C, CS(=O)(=O)c1nccc(-c2c(-c3ccc(F)cc3)nc3occn23)n1, CC(C)(CN)CO, O. Product: CC(C)(CO)CNc1nccc(-c2c(-c3ccc(F)cc3)nc3occn23)n1. Reaction SMILES: [CH3:42][S:43]([CH3:44])=[O:45].[CH:33]([N:34]([CH:35]([CH3:36])[CH3:37])[CH2:38][CH3:39])([CH3:40])[CH3:41].[F:1][c:2]1[cH:3][cH:4][c:5](-[c:8]2[n:9][c:10]3[o:11][cH:12][cH:13][n:14]3[c:15]2-[c:16]2[n:17][c:18]([S:22]([CH3:23])(=[O:24])=[O:25])[n:19][cH:20][cH:21]2)[cH:6][cH:7]1.[NH2:26][CH2:27][C:28]([CH2:29][OH:30])([CH3:31])[CH3:32].[OH2:46]>>[F:1][c:2]1[cH:3][cH:4][c:5](-[c:8]2[n:9][c:10]3[o:11][cH:12][cH:13][n:14]3[c:15]2-[c:16]2[n:17][c:18]([NH:26][CH2:27][C:28]([CH2:29][OH:30])([CH3:31])[CH3:32])[n:19][cH:20][cH:21]2)[cH:6][cH:7]1. The reactants are C(C1=CC=CC=C1)OC([C@@H](NC(CCC1=CC=CC=C1)P(=O)(OCC)OCC)CC(C)C)=O (N-(1-diethoxyphosphoryl-3-phenylpropyl)-leucine benzyl ester), Pd--C, [H][H] (hydrogen). Run in C(C)O (ethanol). Product: C(C)OP(=O)(OCC)C(CCC1=CC=CC=C1)N[C@@H](CC(C)C)C(=O)O (N-(1-diethoxyphosphoryl-3-phenylpropyl)-leucine). The yield is 98.7%. As a reaction SMILES: C([O:8][C:9](=[O:33])[C@H:10]([CH2:29][CH:30]([CH3:32])[CH3:31])[NH:11][CH:12]([P:21]([O:26][CH2:27][CH3:28])([O:23][CH2:24][CH3:25])=[O:22])[CH2:13][CH2:14][C:15]1[CH:20]=[CH:19][CH:18]=[CH:17][CH:16]=1)C1C=CC=CC=1.[H][H]>C(O)C>[CH2:27]([O:26][P:21]([CH:12]([NH:11][C@H:10]([C:9]([OH:33])=[O:8])[CH2:29][CH:30]([CH3:31])[CH3:32])[CH2:13][CH2:14][C:15]1[CH:16]=[CH:17][CH:18]=[CH:19][CH:20]=1)([O:23][CH2:24][CH3:25])=[O:22])[CH3:28]. Reported procedure: To a solution of 445 mg of N-(1-diethoxyphosphoryl-3-phenylpropyl)-leucine benzyl ester in 10 ml of ethanol was added 100 mg of 10% Pd--C, after which the mixture was stirred vigorously under atmospheric pressure of hydrogen at room temperature for 24 hours. The Pd--C was filtered off, and the solvent was distilled off to yield the title compound as a light-yellow oil (356 mg). The reactants are CC(C)(C)C=1C=C(C=C(C1O)C(C)(C)C)C=C1C(NC(S1)=S)=O (5-{[3,5-bis(1,1-dimethylethyl)-4-hydroxyphenyl]methylene}-2-thioxo-4-thiazolidinone), [OH-].[Na+] (sodium hydroxide). Yields the product C(C)(C)(C)C=1C=C(C=C(C1O)C(C)(C)C)C=C(C(=O)O)S (β-(3,5-di-t-butyl-4-hydroxyphenyl)-α-mercaptoacrylic acid). As a reaction SMILES: [CH3:1][C:2]([C:5]1[CH:6]=[C:7]([CH:16]=[C:17]2[S:21]C(=S)N[C:18]2=[O:23])[CH:8]=[C:9]([C:12]([CH3:15])([CH3:14])[CH3:13])[C:10]=1[OH:11])([CH3:4])[CH3:3].[OH-:24].[Na+]>>[C:2]([C:5]1[CH:6]=[C:7]([CH:16]=[C:17]([SH:21])[C:18]([OH:23])=[O:24])[CH:8]=[C:9]([C:12]([CH3:15])([CH3:14])[CH3:13])[C:10]=1[OH:11])([CH3:3])([CH3:4])[CH3:1] |f:1.2|. Procedure: A solution of 174.5 g of 5-{[3,5-bis(1,1-dimethylethyl)-4-hydroxyphenyl]methylene}-2-thioxo-4-thiazolidinone in 1250 ml of a 10% sodium hydroxide solution was heated on a steam bath for four hours. Decolorizing carbon was added and the mixture filtered through a high flow diatomaceous earth pad. The filtrate was chilled by adding ice and treated with 6N hydrochloric acid. The precipitated product was recovered by filtration, washed with water, and dried providing 150 g of the desired subtitled i... Starting materials: C([O-])(O)=O.[Na+] (sodium bicarbonate), ice water, NC1=NC=CC=C1C1=CC(=NO1)C(=O)OCC (ethyl 5-(2-aminopyridin-3-yl)isoxazol-3-carboxylate), ice water, [OH-].[Na+] (sodium hydroxide), Cl (hydrochloric acid), [BH4-].[Na+] (sodium borohydride), Cl (hydrochloric acid), [BH4-].[Na+] (sodium borohydride). The solvent is O1CCCC1 (tetrahydrofuran), C(C)O (ethanol). Conditions: temperature 20 celsius, time 21 hour. Product: NC1=NC=CC=C1C1=CC(=NO1)CO ([5-(2-aminopyridin-3-yl)isoxazol-3-yl]methanol). Yield: 82.8%. Reaction SMILES: [NH2:1][C:2]1[C:7]([C:8]2[O:12][N:11]=[C:10]([C:13](OCC)=[O:14])[CH:9]=2)=[CH:6][CH:5]=[CH:4][N:3]=1.[BH4-].[Na+].Cl.C(=O)(O)[O-].[Na+].[OH-].[Na+]>O1CCCC1.C(O)C>[NH2:1][C:2]1[C:7]([C:8]2[O:12][N:11]=[C:10]([CH2:13][OH:14])[CH:9]=2)=[CH:6][CH:5]=[CH:4][N:3]=1 |f:1.2,4.5,6.7|. Procedure details: To a suspension of ethyl 5-(2-aminopyridin-3-yl)isoxazol-3-carboxylate (381 mg, 1.63 mmol) in tetrahydrofuran (3.8 mL) and ethanol (3.8 mL) was added sodium borohydride (201 mg, 4.89 mmol) at 0° C. under a nitrogen atmosphere, which was stirred at 0° C. for one hour and at 20° C. for 21 hours. Under an ice water bath cooling, to the reaction mixture was added 2N hydrochloric acid (2.46 mL, 4.89 mmol) dropwise, which was stirred at 0° C. for 10 minutes and at room temperature for 30 minutes. Unde...